describe an organic reaction: reactants, conditions, products, and yield From a dataset of the Open Reaction Database (ORD), a public repository of structured organic reaction records. Starting materials: CCOC(=O)CC1(CCC(CO)Cc2ccc(C(=O)OC(C)(C)C)cc2)CC1, ClCCl, O=[Cr](=O)([O-])Cl, c1cc[nH+]cc1. Product: CCOC(=O)CC1(CCC(C=O)Cc2ccc(C(=O)OC(C)(C)C)cc2)CC1. RXN SMILES: [CH2:12]([CH3:13])[O:14][C:15]([CH2:16][C:17]1([CH2:20][CH2:21][CH:22]([CH2:23][c:24]2[cH:25][cH:26][c:27]([C:28](=[O:29])[O:30][C:31]([CH3:32])([CH3:33])[CH3:34])[cH:35][cH:36]2)[CH2:37][OH:38])[CH2:18][CH2:19]1)=[O:39].[Cl:40][CH2:41][Cl:42].[O:1]=[Cr:2]([Cl:3])([O-:4])=[O:5].[nH+:6]1[cH:7][cH:8][cH:9][cH:10][cH:11]1>>[CH2:12]([CH3:13])[O:14][C:15]([CH2:16][C:17]1([CH2:20][CH2:21][CH:22]([CH2:23][c:24]2[cH:25][cH:26][c:27]([C:28](=[O:29])[O:30][C:31]([CH3:32])([CH3:33])[CH3:34])[cH:35][cH:36]2)[CH:37]=[O:38])[CH2:18][CH2:19]1)=[O:39]. Reaction SMILES: [CH2:1]([c:2]1[cH:3][cH:4][cH:5][cH:6][cH:7]1)[O:8][c:9]1[c:10]2[n:11]([cH:12][cH:13][cH:14]1)[c:15]([CH2:19][O:20][CH2:21][C:22]#[CH:23])[c:16]([CH3:18])[n:17]2.[CH2:24]([Li:25])[CH2:26][CH2:27][CH3:28].[CH3:29][C:30]([OH:31])=[O:32].[CH3:38][CH2:39][CH2:40][CH2:41][CH2:42][CH3:43].[O:33]1[CH2:34][CH2:35][CH2:36][CH2:37]1>>[CH2:1]([c:2]1[cH:3][cH:4][cH:5][cH:6][cH:7]1)[O:8][c:9]1[c:10]2[n:11]([cH:12][cH:13][cH:14]1)[c:15]([CH2:19][O:20][CH2:21][C:22]#[C:23][C:30](=[O:31])[OH:32])[c:16]([CH3:18])[n:17]2. The product is Cc1nc2c(OCc3ccccc3)cccn2c1COCC#CC(=O)O. Reactants: C#CCOCc1c(C)nc2c(OCc3ccccc3)cccn12, [Li]CCCC, CC(=O)O, CCCCCC, C1CCOC1. The product is C#CC(C)(C)Oc1ccc(C#N)cc1. RXN SMILES: [C:10](=[O:11])([O:12][C:14]([C:15]#[CH:16])([CH3:17])[CH3:18])[O:13][CH3:19].[CH2:20]1[CH2:21][CH2:22][C:23]2=[N:28][CH2:27][CH2:26][CH2:25][N:24]2[CH2:29][CH2:30]1.[CH3:32][C:33]#[N:34].[Cl-:31].[Cu:35].[OH:1][c:2]1[cH:3][cH:4][c:5]([C:8]#[N:9])[cH:6][cH:7]1>>[O:1]([c:2]1[cH:3][cH:4][c:5]([C:8]#[N:9])[cH:6][cH:7]1)[C:14]([C:15]#[CH:16])([CH3:17])[CH3:18]. The reactants are C#CC(C)(C)OC(=O)OC, C1CCC2=NCCCN2CC1, CC#N, [Cl-], [Cu], N#Cc1ccc(O)cc1.